From a dataset of the Open Reaction Database (ORD), a public repository of structured organic reaction records. describe an organic reaction: reactants, conditions, products, and yield Starting materials: COC1=C(CN2C(C=3C(=NC(=C(C3C2)F)N[C@@H](C(=O)N)CC(C)C)C=2C=NN(C2)C)=O)C=CC(=C1)OC ((R)-2-(2-(2,4-dimethoxybenzyl)-7-fluoro-4-(1-methyl-1H-pyrazol-4-yl)-3-oxo-2,3-dihydro-1H-pyrrolo[3,4-c]pyridin-6-ylamino)-4-methylpentanamide). Run in C(=O)(C(F)(F)F)O (TFA). Yields the product FC=1C2=C(C(=NC1N[C@@H](C(=O)N)CC(C)C)C=1C=NN(C1)C)C(NC2)=O ((R)-2-(7-Fluoro-4-(1-methyl-1H-pyrazol-4-yl)-3-oxo-2,3-dihydro-1H-pyrrolo[3,4-c]pyridin-6-ylamino)-4-methylpentanamide). Isolated yield 45.5%. As a reaction SMILES: COC1C=C(OC)C=CC=1C[N:6]1[CH2:14][C:13]2[C:12]([F:15])=[C:11]([NH:16][C@H:17]([CH2:21][CH:22]([CH3:24])[CH3:23])[C:18]([NH2:20])=[O:19])[N:10]=[C:9]([C:25]3[CH:26]=[N:27][N:28]([CH3:30])[CH:29]=3)[C:8]=2[C:7]1=[O:31]>C(O)(C(F)(F)F)=O>[F:15][C:12]1[C:13]2[CH2:14][NH:6][C:7](=[O:31])[C:8]=2[C:9]([C:25]2[CH:26]=[N:27][N:28]([CH3:30])[CH:29]=2)=[N:10][C:11]=1[NH:16][C@H:17]([CH2:21][CH:22]([CH3:24])[CH3:23])[C:18]([NH2:20])=[O:19]. Procedure: A solution of (R)-2-(2-(2,4-dimethoxybenzyl)-7-fluoro-4-(1-methyl-1H-pyrazol-4-yl)-3-oxo-2,3-dihydro-1H-pyrrolo[3,4-c]pyridin-6-ylamino)-4-methylpentanamide (39.8 mg, 0.078 mmol) in TFA (5 mL) was heated at 60° C. for 2 h. After removal of solvent, the residue was diluted in MeOH (2 mL) and was purified by preparative HPLC. The fractions were collected and the solvent stripped to dryness via rotary evaporation to yield the title compound (12.8 mg, 46%). 1H NMR (500 MHz, DMSO-d6) δ ppm 0.82-1.00 ... Reactants: O=C(c1ncc[nH]1)c1ncc[nH]1, NCc1ccc2c(c1)OCO2, Cc1sc(C(=O)O)cc1[N+](=O)[O-]. As a reaction SMILES: [C:1]([c:2]1[nH:3][cH:4][cH:5][n:6]1)([c:7]1[nH:8][cH:9][cH:10][n:11]1)=[O:12].[CH2:25]([c:26]1[cH:27][c:28]2[c:32]([cH:33][cH:34]1)[O:31][CH2:30][O:29]2)[NH2:35].[CH3:13][c:14]1[c:15]([N+:22](=[O:23])[O-:24])[cH:16][c:17]([C:19](=[O:20])[OH:21])[s:18]1>>[CH3:13][c:14]1[c:15]([N+:22](=[O:23])[O-:24])[cH:16][c:17]([C:19](=[O:21])[NH:35][CH2:25][c:26]2[cH:27][c:28]3[c:32]([cH:33][cH:34]2)[O:31][CH2:30][O:29]3)[s:18]1. Product: Cc1sc(C(=O)NCc2ccc3c(c2)OCO3)cc1[N+](=O)[O-]. Starting materials: C(C=C)OC=1C(C=CC(C1)=O)=O (2-Allyloxy-1,4-benzoquinone), C(C)(C)(C)C1=CC=C(C=C)C=C1 (p-tert-Butylstyrene), C(C)(C)O (isopropanol). The product is C(C=C)C=1C(C=2C=CC3=CC=C(C=C3C2C(C1O)=O)C(C)(C)C)=O (2-Allyl-3-hydroxy-6-tert-butyl-1,4-phenanthrenequinone). As a reaction SMILES: C([O:4][C:5]1[C:6](=[O:12])[CH:7]=[CH:8][C:9](=[O:11])[CH:10]=1)C=C.[C:13]([C:17]1[CH:24]=[CH:23][C:20]([CH:21]=[CH2:22])=[CH:19][CH:18]=1)([CH3:16])([CH3:15])[CH3:14].[CH:25](O)([CH3:27])[CH3:26]>>[CH2:27]([C:10]1[C:9](=[O:11])[C:8]2[CH:22]=[CH:21][C:20]3[C:19]([C:7]=2[C:6](=[O:12])[C:5]=1[OH:4])=[CH:18][C:17]([C:13]([CH3:16])([CH3:14])[CH3:15])=[CH:24][CH:23]=3)[CH:25]=[CH2:26]. Reported procedure: 2-Allyloxy-1,4-benzoquinone (6.56 g, 40 mM) and p-tert-Butylstyrene (70 g, 0.40 M) were dissolved in 80 ml of isopropanol to give 1.90 g (5.9 mM) of 2-Allyl-3-hydroxy-6-tert-butyl-1,4-phenanthrenequinone in the same manner as in Example 7.